This data is from the Open Reaction Database (ORD), a public repository of structured organic reaction records. The task is: describe an organic reaction: reactants, conditions, products, and yield Reactants: COC(=O)Cn1c(C)c(Cc2nc(SC)ncc2S(=O)(=O)c2ccccc2)c2cc(F)ccc21, [Li+], C1CCOC1, [OH-]. The product is CSc1ncc(S(=O)(=O)c2ccccc2)c(Cc2c(C)n(CC(=O)O)c3ccc(F)cc23)n1. Reaction SMILES: [CH3:1][O:2][C:3]([CH2:4][n:5]1[c:6]([CH3:33])[c:7]([CH2:15][c:16]2[n:17][c:18]([S:31][CH3:32])[n:19][cH:20][c:21]2[S:22](=[O:23])(=[O:24])[c:25]2[cH:26][cH:27][cH:28][cH:29][cH:30]2)[c:8]2[cH:9][c:10]([F:14])[cH:11][cH:12][c:13]12)=[O:34].[Li+:35].[O:37]1[CH2:38][CH2:39][CH2:40][CH2:41]1.[OH-:36]>>[O:2]=[C:3]([CH2:4][n:5]1[c:6]([CH3:33])[c:7]([CH2:15][c:16]2[n:17][c:18]([S:31][CH3:32])[n:19][cH:20][c:21]2[S:22](=[O:23])(=[O:24])[c:25]2[cH:26][cH:27][cH:28][cH:29][cH:30]2)[c:8]2[cH:9][c:10]([F:14])[cH:11][cH:12][c:13]12)[OH:34]. Reactants: ClC=1C=C(C(C(=O)OC)=CC1)O (methyl 4-chlorosalicylate), BrCCC(=O)OC (methyl 3-bromopropionate), C([O-])([O-])=O.[K+].[K+] (potassium carbonate). Run in CN(C=O)C (dimethyl formamide), O (water). Reaction conditions: time 18 hour. Yields the product ClC1=CC(=C(C(=O)OC)C=C1)OC(C(=O)OC)C (4- Chloro-2-(2-methoxy-1-methyl-2-oxoethoxy)benzoic acid, methyl ester). The yield is 102.6%. RXN SMILES: [Cl:1][C:2]1[CH:3]=[C:4]([OH:12])[C:5](=[CH:10][CH:11]=1)[C:6]([O:8][CH3:9])=[O:7].Br[CH2:14][CH2:15][C:16]([O:18][CH3:19])=[O:17].C(=O)([O-])[O-].[K+].[K+]>CN(C)C=O.O>[Cl:1][C:2]1[CH:11]=[CH:10][C:5]([C:6]([O:8][CH3:9])=[O:7])=[C:4]([O:12][CH:15]([CH3:14])[C:16]([O:18][CH3:19])=[O:17])[CH:3]=1 |f:2.3.4|. Procedure details: A solution of methyl 4-chlorosalicylate (5.0 g) in dimethyl formamide (10 ml) was treated sequentially with methyl 3-bromopropionate (4.0 g) and potassium carbonate (6.0 g). The mixture was stirred at room temperature for 18 hrs and diluted with water. The mixture was extracted with ether and the organics were washed with water. The organic layer was dried and evaporated to give the desired material (6.7 g) as a low melting solid. NMR: 7.8 (d, 1H), 7.2 (m 1H), 6.9 (m, 1H), 4.8 (q, 1H), 3.9 (s, 3... The reactants are C(C)OC(=O)C=1NN=C2C1CCC1=CN=C(C=C21)Cl (8-Chloro-4,5-dihydro-2H-1,2,7-triaza-cyclopenta[a]naphthalene-3-carboxylic acid ethyl ester), O([Li])C(C)(C)C (LiOtBu), C(C)(C)(C)OC(=O)N1CC(C1)(COS(=O)(=O)C)NC(=O)OC(C)(C)C (3-tert-butoxycarbonylamino-3-methanesulfonyloxymethyl-azetidine-1-carboxylic acid tert-butyl ester). Run in CN(C)C=O (DMF). Conditions: temperature 90 celsius. The product is C(C)OC(=O)C=1N(N=C2C1CCC1=CN=C(C=C21)Cl)CC2(CN(C2)C(=O)OC(C)(C)C)NC(=O)OC(C)(C)C (2-(1-tert.-butyloxycarbonyl-3-tert.-butyloxycarbonylamino-azetidin-3-ylmethyl)-8-chloro-4,5-dihydro-2H-1,2,7-triaza-cyclopenta[a]naphthalene-3-carboxylic acid ethyl ester). As a reaction SMILES: [CH2:1]([O:3][C:4]([C:6]1[NH:7][N:8]=[C:9]2[C:18]3[C:13](=[CH:14][N:15]=[C:16]([Cl:19])[CH:17]=3)[CH2:12][CH2:11][C:10]=12)=[O:5])[CH3:2].O(C(C)(C)C)[Li].[C:26]([O:30][C:31]([N:33]1[CH2:36][C:35]([NH:43][C:44]([O:46][C:47]([CH3:50])([CH3:49])[CH3:48])=[O:45])([CH2:37]OS(C)(=O)=O)[CH2:34]1)=[O:32])([CH3:29])([CH3:28])[CH3:27]>CN(C=O)C>[CH2:1]([O:3][C:4]([C:6]1[N:7]([CH2:37][C:35]2([NH:43][C:44]([O:46][C:47]([CH3:50])([CH3:49])[CH3:48])=[O:45])[CH2:34][N:33]([C:31]([O:30][C:26]([CH3:27])([CH3:28])[CH3:29])=[O:32])[CH2:36]2)[N:8]=[C:9]2[C:18]3[C:13](=[CH:14][N:15]=[C:16]([Cl:19])[CH:17]=3)[CH2:12][CH2:11][C:10]=12)=[O:5])[CH3:2]. Procedure: 8-Chloro-4,5-dihydro-2H-1,2,7-triaza-cyclopenta[a]naphthalene-3-carboxylic acid ethyl ester (320 mg; 1.15 mmol) in DMF (4 ml) is treated at 5° C. with LiOtBu (1N in THF; 1.16 ml; 1.16 m mol) for 5 minutes. 3-tert-butoxycarbonylamino-3-methanesulfonyloxymethyl-azetidine-1-carboxylic acid tert-butyl ester (0.32 mg; 1.15 mmol) is added and the mixture heated to 90° C. for 30 minutes. The reaction mixture is poured on brine and extracted with TBME three times. The combined organic phases are dried o... The reactants are CC(C)=O, O=C1N(CC2CC2)C(c2ccc(Cl)cc2)C(c2cccc(Cl)c2)CC1(CCO)CCN1CCOCC1, O=[Cr](=O)=O, O, O=S(=O)(O)O. Product: O=C(O)CC1(CCN2CCOCC2)CC(c2cccc(Cl)c2)C(c2ccc(Cl)cc2)N(CC2CC2)C1=O. RXN SMILES: [CH3:47][C:48](=[O:49])[CH3:50].[Cl:10][c:11]1[cH:12][c:13]([CH:17]2[CH2:18][C:19]([CH2:35][CH2:36][N:37]3[CH2:38][CH2:39][O:40][CH2:41][CH2:42]3)([CH2:43][CH2:44][OH:45])[C:20](=[O:34])[N:21]([CH2:30][CH:31]3[CH2:32][CH2:33]3)[CH:22]2[c:23]2[cH:24][cH:25][c:26]([Cl:29])[cH:27][cH:28]2)[cH:14][cH:15][cH:16]1.[O:1]=[Cr:2](=[O:3])=[O:4].[OH2:46].[S:5]([OH:6])(=[O:7])(=[O:8])[OH:9]>>[OH:6][C:44]([CH2:43][C:19]1([CH2:35][CH2:36][N:37]2[CH2:38][CH2:39][O:40][CH2:41][CH2:42]2)[CH2:18][CH:17]([c:13]2[cH:12][c:11]([Cl:10])[cH:16][cH:15][cH:14]2)[CH:22]([c:23]2[cH:24][cH:25][c:26]([Cl:29])[cH:27][cH:28]2)[N:21]([CH2:30][CH:31]2[CH2:32][CH2:33]2)[C:20]1=[O:34])=[O:45]. RXN SMILES: [Br-].[C:2]([O:5][CH2:6][N:7]1[CH2:11][NH+:10]([CH2:12][C@@:13]([C:34]2[CH:39]=[CH:38][C:37]([F:40])=[CH:36][C:35]=2[F:41])([OH:33])[C@H:14]([N:16]2[CH2:20][CH2:19][N:18]([C:21]3[CH:26]=[CH:25][C:24]([N:27]4[CH:31]=[N:30][N:29]=[N:28]4)=[CH:23][CH:22]=3)[C:17]2=[O:32])[CH3:15])[N:9]=[CH:8]1)(=[O:4])[CH3:3].[Cl-:42].[Na+]>O1CCCC1>[Cl-:42].[C:2]([O:5][CH2:6][N:7]1[CH2:11][NH+:10]([CH2:12][C@@:13]([C:34]2[CH:39]=[CH:38][C:37]([F:40])=[CH:36][C:35]=2[F:41])([OH:33])[C@H:14]([N:16]2[CH2:20][CH2:19][N:18]([C:21]3[CH:26]=[CH:25][C:24]([N:27]4[CH:31]=[N:30][N:29]=[N:28]4)=[CH:23][CH:22]=3)[C:17]2=[O:32])[CH3:15])[N:9]=[CH:8]1)(=[O:4])[CH3:3] |f:0.1,2.3,5.6|. Run in O1CCCC1 (tetrahydrofuran). Starting materials: [Br-].C(C)(=O)OCN1C=N[NH+](C1)C[C@]([C@@H](C)N1C(N(CC1)C1=CC=C(C=C1)N1N=NN=C1)=O)(O)C1=C(C=C(C=C1)F)F (4-acetoxymethyl-1-[(2R,3R)-2-(2,4-difluorophenyl)-2-hydroxy-3-[2-oxo-3-[4-(1H-tetrazol-1-yl)phenyl]-1-imidazolidinyl]butyl]-1H-1,2,4-triazolium bromide), [Br-].C(C)(=O)OCN1C=N[NH+](C1)C[C@]([C@@H](C)N1C(N(CC1)C1=CC=C(C=C1)N1N=NN=C1)=O)(O)C1=C(C=C(C=C1)F)F (4-acetoxymethyl-1-[(2R,3R)-2-(2,4-difluorophenyl)-2-hydroxy-3-[2-oxo-3-[4-(1H-tetrazol-1-yl)phenyl]-1-imidazolidinyl]butyl]-1H-1,2,4-triazolium bromide), [Cl-].[Na+] (sodium chloride). Reported procedure: 4-Acetoxymethyl-1-[(2R,3R)-2-(2,4-difluorophenyl)-2-hydroxy-3-[2-oxo-3-[4-(1H-tetrazol-1-yl)phenyl]-1-imidazolidinyl]butyl]-1H-1,2,4-triazolium bromide (Compound 11, 0.5 g) was dissolved in tetrahydrofuran (100 ml). To the solution was added saturated aqueous solution (100 ml) of sodium chloride. The mixture was shaken and the organic layer was separated. The shaking with sodium chloride solution followed by separation of the organic layer was repeated five times. The organic layer was dried ove... The product is [Cl-].C(C)(=O)OCN1C=N[NH+](C1)C[C@]([C@@H](C)N1C(N(CC1)C1=CC=C(C=C1)N1N=NN=C1)=O)(O)C1=C(C=C(C=C1)F)F (4-acetoxymethyl-1-[(2R,3R)-2-(2,4-difluorophenyl)-2-hydroxy-3-[2-oxo-3-[4-(1H-tetrazol-1-yl)phenyl]-1-imidazolidinyl]butyl]-1H-1,2,4-triazolium chloride). Starting materials: C1CCOC1, CO, CCOC(=O)C1=Cc2cc(Cl)cc(-c3ccccc3)c2OC1C(F)(F)F, [Na+], [OH-]. The product is O=C(O)C1=Cc2cc(Cl)cc(-c3ccccc3)c2OC1C(F)(F)F. Reaction SMILES: [CH2:31]1[O:32][CH2:33][CH2:34][CH2:35]1.[CH3:27][OH:28].[Cl:1][c:2]1[cH:3][c:4](-[c:21]2[cH:22][cH:23][cH:24][cH:25][cH:26]2)[c:5]2[c:6]([cH:20]1)[CH:7]=[C:8]([C:15](=[O:16])[O:17][CH2:18][CH3:19])[CH:9]([C:11]([F:12])([F:13])[F:14])[O:10]2.[Na+:30].[OH-:29]>>[Cl:1][c:2]1[cH:3][c:4](-[c:21]2[cH:22][cH:23][cH:24][cH:25][cH:26]2)[c:5]2[c:6]([cH:20]1)[CH:7]=[C:8]([C:15](=[O:16])[OH:17])[CH:9]([C:11]([F:12])([F:13])[F:14])[O:10]2. The reactants are C(C1=CC=CC=C1)N1C2=C(C3=CC=CC(=C13)CC)CCOC2(CC)CC(=O)O ((9-benzyl-1,8-diethyl-1,3,4,9-tetrahydro-pyrano[3,4-b]indol-1-yl)-acetic acid), solution. Solvent: O1CCCC1 (tetrahydrofuran), O1CCCC1 (tetrahydrofuran). Reaction conditions: temperature 90 celsius, time 4 hour. Product: C(C1=CC=CC=C1)N1C2=C(C3=CC=CC(=C13)CC)CCOC2(CC)CCO (2-(9-Benzyl-1,8-diethyl-1,3,4,9-tetrahydro-pyrano[3,4-b]indol-1-yl)-ethanol). The yield is 73.6%. As a reaction SMILES: [CH2:1]([N:8]1[C:16]2[C:11](=[CH:12][CH:13]=[CH:14][C:15]=2[CH2:17][CH3:18])[C:10]2[CH2:19][CH2:20][O:21][C:22]([CH2:25][C:26](O)=[O:27])([CH2:23][CH3:24])[C:9]1=2)[C:2]1[CH:7]=[CH:6][CH:5]=[CH:4][CH:3]=1>O1CCCC1>[CH2:1]([N:8]1[C:16]2[C:11](=[CH:12][CH:13]=[CH:14][C:15]=2[CH2:17][CH3:18])[C:10]2[CH2:19][CH2:20][O:21][C:22]([CH2:25][CH2:26][OH:27])([CH2:23][CH3:24])[C:9]1=2)[C:2]1[CH:7]=[CH:6][CH:5]=[CH:4][CH:3]=1. Reported procedure: To a solution of (9-benzyl-1,8-diethyl-1,3,4,9-tetrahydro-pyrano[3,4-b]indol-1-yl)-acetic acid (0.45 g, 1.2 mmol) in tetrahydrofuran at room temperature was added 1.0 M solution of borane-tetrahydrofuran complex in tetrahydrofuran and it was stirred at 90° C. for 4 hours. The mixture was quenched with 5% HCl solution and stirred at room temperature for 20 minutes. It was extracted with ethyl acetate and washed with saturated sodium bicarbonate. The extracts were dried over magnesium sulfate and ... Starting materials: Cc1ccc2c(c1)CCC2=O, [K+], O=[N+]([O-])[O-], O, O=S(=O)(O)O. The product is Cc1cc2c(cc1[N+](=O)[O-])C(=O)CC2. As a reaction SMILES: [CH3:1][c:2]1[cH:3][c:4]2[c:8]([cH:9][cH:10]1)[C:7](=[O:11])[CH2:6][CH2:5]2.[K+:12].[O-:13][N+:14]([O-:15])=[O:16].[OH2:17].[S:18](=[O:19])(=[O:20])([OH:21])[OH:22]>>[CH3:1][c:2]1[cH:3][c:4]2[c:8]([cH:9][c:10]1[N+:14](=[O:13])[O-:15])[C:7](=[O:11])[CH2:6][CH2:5]2. Starting materials: O=C1CCC(=O)N1Br, O=C(OOC(=O)c1ccccc1)c1ccccc1, ClC(Cl)(Cl)Cl, Cc1cccc(OC=C(Cl)Cl)c1. Yields the product ClC(Cl)=COc1cccc(CBr)c1. Reaction SMILES: [Br:13][N:14]1[C:15](=[O:16])[CH2:17][CH2:18][C:19]1=[O:20].[C:21]([O:22][O:23][C:24](=[O:25])[c:26]1[cH:27][cH:28][cH:29][cH:30][cH:31]1)(=[O:32])[c:33]1[cH:34][cH:35][cH:36][cH:37][cH:38]1.[C:39]([Cl:40])([Cl:41])([Cl:42])[Cl:43].[Cl:1][C:2](=[CH:3][O:4][c:5]1[cH:6][c:7]([CH3:11])[cH:8][cH:9][cH:10]1)[Cl:12]>>[Cl:1][C:2](=[CH:3][O:4][c:5]1[cH:6][c:7]([CH2:11][Br:13])[cH:8][cH:9][cH:10]1)[Cl:12].